This data is from the Open Reaction Database (ORD), a public repository of structured organic reaction records. The task is: describe an organic reaction: reactants, conditions, products, and yield Yield: 97.8%. The product is C(C1=CC=CC=C1)OC1=CC(=C(C=C1Br)C(C)=O)C (1-[4-(benzyloxy)-5-bromo-2-methylphenyl]ethanone). Reported procedure: To an acetone solution (300 mL) of 1-[4-(benzyloxy)-2-methylphenyl]ethanone (20.9 g, 87.1 mmol) were added an aqueous solution (100 mL) of NaBr (9.86 g, 95.9 mmol), water (200 mL), and Oxone (registered trade mark, oxone-persulfuric acid chloride, from Aldrich) (59.0 g, 95.9 mmol), and the mixture was stirred 2.5 hours at room temperature. To the reaction solution cooled in ice were added an aqueous solution (50 mL) of sodium sulfite (20 g), subsequently water and ethyl acetate to separate an or... Conditions: time 2.5 hour. Starting materials: S(=O)([O-])[O-].[Na+].[Na+] (sodium sulfite), C(C1=CC=CC=C1)OC1=CC(=C(C=C1)C(C)=O)C (1-[4-(benzyloxy)-2-methylphenyl]ethanone), [Na+].[Br-] (NaBr), OOS(=O)[O-].[K+] (Oxone). Run in C(C)(=O)OCC (ethyl acetate), O (water), O (water), CC(=O)C (acetone). Reaction SMILES: [CH2:1]([O:8][C:9]1[CH:14]=[CH:13][C:12]([C:15](=[O:17])[CH3:16])=[C:11]([CH3:18])[CH:10]=1)[C:2]1[CH:7]=[CH:6][CH:5]=[CH:4][CH:3]=1.[Na+].[Br-:20].OOS([O-])=O.[K+].S([O-])([O-])=O.[Na+].[Na+]>C(OCC)(=O)C.O.CC(C)=O>[CH2:1]([O:8][C:9]1[C:14]([Br:20])=[CH:13][C:12]([C:15](=[O:17])[CH3:16])=[C:11]([CH3:18])[CH:10]=1)[C:2]1[CH:3]=[CH:4][CH:5]=[CH:6][CH:7]=1 |f:1.2,3.4,5.6.7|. The reactants are FC=1C=C2C(=CNC2=C(C1)/C(=N/[H])/NO)CCC(=O)OCC (Ethyl 3-{5-fluoro-7-[(Z)-(hydroxyamino)(imino)methyl]-1H-indol-3-yl}propanoate), C=1C=CC2=C(C1)N=NN2O (HOBT), CCN=C=NCCCN(C)C (EDCI), ClC=1C=C(C=NC1OC(C)C)C(=O)O (5-chloro-6-[(1-methylethyl)oxy]-3-pyridinecarboxylic acid), CCCC[N+](CCCC)(CCCC)CCCC.[F-] (TBAF). The solvent is C1CCOC1 (THF), C1CCOC1 (THF). Run at time 1 hour. The product is ClC=1C=C(C=NC1OC(C)C)C1=NC(=NO1)C=1C=C(C=C2C(=CNC12)CCC(=O)OCC)F (Ethyl 3-[7-(5-{5-chloro-6-[(1-methylethyl)oxy]-3-pyridinyl}-1,2,4-oxadiazol-3-yl)-5-fluoro-1H-indol-3-yl]propanoate). Isolated yield 105.1%. RXN SMILES: C1C=CC2N(O)N=NC=2C=1.CCN=C=NCCCN(C)C.[Cl:22][C:23]1[CH:24]=[C:25]([C:33]([OH:35])=O)[CH:26]=[N:27][C:28]=1[O:29][CH:30]([CH3:32])[CH3:31].[F:36][C:37]1[CH:38]=[C:39]2[C:43](=[C:44](/[C:46](/[NH:49]O)=[N:47]/[H])[CH:45]=1)[NH:42][CH:41]=[C:40]2[CH2:51][CH2:52][C:53]([O:55][CH2:56][CH3:57])=[O:54].CCCC[N+](CCCC)(CCCC)CCCC.[F-]>C1COCC1>[Cl:22][C:23]1[CH:24]=[C:25]([C:33]2[O:35][N:47]=[C:46]([C:44]3[CH:45]=[C:37]([F:36])[CH:38]=[C:39]4[C:43]=3[NH:42][CH:41]=[C:40]4[CH2:51][CH2:52][C:53]([O:55][CH2:56][CH3:57])=[O:54])[N:49]=2)[CH:26]=[N:27][C:28]=1[O:29][CH:30]([CH3:31])[CH3:32] |f:4.5|. Procedure details: HOBT (211 mg) and EDCI (260 mg) were added to a solution of 5-chloro-6-[(1-methylethyl)oxy]-3-pyridinecarboxylic acid (148 mg) in THF (4 mL). The resulting solution was stirred for 1 hour. Ethyl 3-{5-fluoro-7-[(Z)-(hydroxyamino)(imino)methyl]-1H-indol-3-yl}propanoate (D136) (302 mg) in THF (4 mL) was added, and the reaction mixture was stirred at RT for 1.5 hours. TBAF (780 mg) was then added. The reaction vessel was sealed and heated in Biotage Initiator using initial normal to 120° C. for 1.5 ... Starting materials: [OH-].[Na+] (sodium hydroxide), C(C)OC(=O)C=1C2=C(C(=NC1)N)C(=CS2)COC2=C(C=CC(=C2)C=2OC(=NN2)C2=CC=C(C=C2)Cl)C (4-amino-3-{5-[5-(4-chloro-phenyl)-[1,3,4]oxadiazol-2-yl]-2-methyl-phenoxymethyl}-thieno[3,2-c]pyridine-7-carboxylic acid ethyl ester). Solvent: O1CCCC1.CO (tetrahydrofuran methanol). Reaction conditions: temperature 50 celsius, time 30 minute. Yields the product NC1=NC=C(C2=C1C(=CS2)COC2=C(C=CC(=C2)C=2OC(=NN2)C2=CC=C(C=C2)Cl)C)C(=O)O (4-amino-3-{5-[5-(4-chloro-phenyl)-[1,3,4]oxadiazol-2-yl]-2-methyl-phenoxymethyl}-thieno[3,2-c]pyridine-7-carboxylic acid). RXN SMILES: [OH-].[Na+].C([O:5][C:6]([C:8]1[C:9]2[S:17][CH:16]=[C:15]([CH2:18][O:19][C:20]3[CH:25]=[C:24]([C:26]4[O:27][C:28]([C:31]5[CH:36]=[CH:35][C:34]([Cl:37])=[CH:33][CH:32]=5)=[N:29][N:30]=4)[CH:23]=[CH:22][C:21]=3[CH3:38])[C:10]=2[C:11]([NH2:14])=[N:12][CH:13]=1)=[O:7])C>O1CCCC1.CO>[NH2:14][C:11]1[C:10]2[C:15]([CH2:18][O:19][C:20]3[CH:25]=[C:24]([C:26]4[O:27][C:28]([C:31]5[CH:32]=[CH:33][C:34]([Cl:37])=[CH:35][CH:36]=5)=[N:29][N:30]=4)[CH:23]=[CH:22][C:21]=3[CH3:38])=[CH:16][S:17][C:9]=2[C:8]([C:6]([OH:7])=[O:5])=[CH:13][N:12]=1 |f:0.1,3.4|. Procedure details: An aqueous solution of sodium hydroxide (2 N, 2.0 mL, 1.0 mmol) was added to a solution of 4-amino-3-{5-[5-(4-chloro-phenyl)-[1,3,4]oxadiazol-2-yl]-2-methyl-phenoxymethyl}-thieno[3,2-c]pyridine-7-carboxylic acid ethyl ester (0.22 g, 0.42 mmol) (from Example 47 supra) in tetrahydrofuran/methanol (3:1, 8 mL) and the mixture was heated at 50° C. for 1 day. The reaction mixture was concentrated and azeotroped with toluene. The solid residue was triturated with ethyl acetate. The solid was then suspe... The reactants are Cl (hydrogen chloride), ClCCCCC1CN(C(O1)=O)C(C)C (5-(4-chlorobutyl)-3-(1-methylethyl)-2-oxazolidinone), Cl.C(C)OC1=C(C=CC=C1)N1CCNCC1 (1-(2-ethoxyphenyl)-piperazine hydrochloride), [I-].[K+] (potassium iodide). The solvent is N-butanol, CCOCC (ether), C(C)O (ethanol). Product: Cl.C(C)OC1=C(C=CC=C1)CCCC(N1CCNCC1)C1N(C(OC1)=O)C(C)C (4-[4-(2-Ethoxyphenyl)-1-piperazinyl butyl]-3-(1-methylethyl)-2-oxazolidinone hydrochloride). The yield is 60.0%. Reaction SMILES: [Cl:1]CCCC[CH:6]1[O:10][C:9](=[O:11])[N:8]([CH:12]([CH3:14])[CH3:13])[CH2:7]1.Cl.[CH2:16]([O:18][C:19]1[CH:24]=[CH:23][CH:22]=[CH:21][C:20]=1[N:25]1[CH2:30][CH2:29][NH:28][CH2:27][CH2:26]1)[CH3:17].[I-].[K+].Cl>C(O)C.CCOCC>[ClH:1].[CH2:16]([O:18][C:19]1[CH:21]=[CH:20][CH:19]=[CH:24][C:24]=1[CH2:23][CH2:22][CH2:21][CH:20]([CH:7]1[CH2:6][O:10][C:9](=[O:11])[N:8]1[CH:12]([CH3:13])[CH3:14])[N:25]1[CH2:26][CH2:27][NH:28][CH2:29][CH2:30]1)[CH3:17] |f:1.2,3.4,8.9|. Reported procedure: Following the procedure of Example 5, a mixture of 5-(4-chlorobutyl)-3-(1-methylethyl)-2-oxazolidinone (5.2 g, 0.0137 mol), 1-(2-ethoxyphenyl)-piperazine hydrochloride (5.76 g, 0.0237 mol) and potassium iodide (1.0 g) in N-butanol (200 mL) gave an oil. The oil was dissolved in absolute ethanol and acidified with ethanolic hydrogen chloride. Addition of ether and filtration gave a solid which was dried under high vacuum at 70° C. to give 6.62 g (60% yield), mp 199°-205° C. Starting materials: O=C1NC=2C3=C(C=CC=C3C1)N(C2)CC(=O)OCC (Ethyl (4-oxo-4,5-dihydropyrrolo[2,3,4-ij]isoquinolin-1(3H)-yl)acetate), [OH-].[Li+] (lithium hydroxide), Cl (HCl). The solvent is C1CCOC1 (THF), CCO (EtOH), O (H2O). Reaction conditions: time 15 minute. The product is O=C1NC=2C3=C(C=CC=C3C1)N(C2)CC(=O)[O-].[Li+] (Lithium (4-oxo-4,5-dihydropyrrolo[2,3,4-ij]isoquinolin-1(3H)-yl)acetate). Reaction SMILES: [O:1]=[C:2]1[CH2:11][C:10]2[C:5]3=[C:6]([N:12]([CH2:14][C:15]([O:17]CC)=[O:16])[CH:13]=[C:4]3[NH:3]1)[CH:7]=[CH:8][CH:9]=2.[OH-].[Li+:21].Cl>C1COCC1.CCO.O>[O:1]=[C:2]1[CH2:11][C:10]2[C:5]3=[C:6]([N:12]([CH2:14][C:15]([O-:17])=[O:16])[CH:13]=[C:4]3[NH:3]1)[CH:7]=[CH:8][CH:9]=2.[Li+:21] |f:1.2,7.8|. Procedure details: To a solution of ethyl (4-oxo-4,5-dihydropyrrolo[2,3,4-ij]isoquinolin-1(3H)-yl)acetate from Step G (200 mg, 0.77 mmol) in THF (1 mL), EtOH (1 mL) and H2O (1 mL) was added 1.0 N lithium hydroxide (0.85 mL, 0.85 mmol). After 15 min, 1 N aqueous HCl was added to adjust the solution to pH 7 and the mixture was concentrated in vacuo to give the title compound. MS: m/z=231 (M+1). Reactants: N#CC1(c2cccnc2)CCN(Cc2ccccc2)CC1, CO, CCO, ClCCl, Cl, [Na+], [OH-], O, OCCO. The product is O=C(O)C1(c2cccnc2)CCN(Cc2ccccc2)CC1. Reaction SMILES: [CH2:2]([c:3]1[cH:4][cH:5][cH:6][cH:7][cH:8]1)[N:9]1[CH2:10][CH2:11][C:12]([C:15]#[N:16])([c:17]2[cH:18][n:19][cH:20][cH:21][cH:22]2)[CH2:13][CH2:14]1.[CH3:30][OH:31].[CH3:32][CH2:33][OH:34].[Cl:35][CH2:36][Cl:37].[ClH:1].[Na+:24].[OH-:23].[OH2:25].[OH:26][CH2:27][CH2:28][OH:29]>>[CH2:2]([c:3]1[cH:4][cH:5][cH:6][cH:7][cH:8]1)[N:9]1[CH2:10][CH2:11][C:12]([C:15](=[O:23])[OH:25])([c:17]2[cH:18][n:19][cH:20][cH:21][cH:22]2)[CH2:13][CH2:14]1.